This data is from the Open Reaction Database (ORD), a public repository of structured organic reaction records. The task is: describe an organic reaction: reactants, conditions, products, and yield The reactants are C1COCCO1, CN(N)c1ncc(C(F)(F)F)cc1Cl, CNC(=C[N+](=O)[O-])SC. Product: CNC(=C[N+](=O)[O-])NN(C)c1ncc(C(F)(F)F)cc1Cl. As a reaction SMILES: [CH2:24]1[O:25][CH2:26][CH2:27][O:28][CH2:29]1.[CH3:10][N:11]([NH2:12])[c:13]1[n:14][cH:15][c:16]([C:20]([F:21])([F:22])[F:23])[cH:17][c:18]1[Cl:19].[CH3:1][NH:2][C:3](=[CH:4][N+:5](=[O:6])[O-:7])[S:8][CH3:9]>>[CH3:1][NH:2][C:3](=[CH:4][N+:5](=[O:6])[O-:7])[NH:12][N:11]([CH3:10])[c:13]1[n:14][cH:15][c:16]([C:20]([F:21])([F:22])[F:23])[cH:17][c:18]1[Cl:19]. Starting materials: COC1=C(C=CC=C1)C1=NC2=CC(=CC=C2C(=N1)NCC=1OC(=NN1)C)C ([2-(2-Methoxy-phenyl)-7-methyl-quinazolin-4-yl]-(5-methyl-[1,3,4]oxadiazol-2-ylmethyl)-amine), [H-].[Na+] (sodium hydride), CI (MeI). Solvent: CN(C)C=O (DMF). Reaction conditions: time 30 minute. The product is CC1=CC=C2C(=NC(=NC2=C1)C1=C(C=CC=C1)O)N(CC=1OC(=NN1)C)C (2-{7-Methyl-4-[methyl-(5-methyl-[1,3,4]oxadiazol-2-ylmethyl)-amino]-quinazolin-2-yl}-phenol). The yield is 66.0%. As a reaction SMILES: [H-].[Na+].C[O:4][C:5]1[CH:10]=[CH:9][CH:8]=[CH:7][C:6]=1[C:11]1[N:20]=[C:19]([NH:21][CH2:22][C:23]2[O:24][C:25]([CH3:28])=[N:26][N:27]=2)[C:18]2[C:13](=[CH:14][C:15]([CH3:29])=[CH:16][CH:17]=2)[N:12]=1.[CH3:30]I>CN(C=O)C>[CH3:29][C:15]1[CH:14]=[C:13]2[C:18]([C:19]([N:21]([CH3:30])[CH2:22][C:23]3[O:24][C:25]([CH3:28])=[N:26][N:27]=3)=[N:20][C:11]([C:6]3[CH:7]=[CH:8][CH:9]=[CH:10][C:5]=3[OH:4])=[N:12]2)=[CH:17][CH:16]=1 |f:0.1|. Reported procedure: [2-(2-Methoxy-phenyl)-7-methyl-quinazolin-4-yl]-methyl-(5-methyl-[1,3,4]oxadiazol-2-ylmethyl)-anine To a stirring suspension of freshly washed sodium hydride (42 mg, 1.04 mmol) in dry DMF at 0° C. under a nitrogen atmosphere was added the [2-(2-Methoxy-phenyl)-7-methyl-quinazolin-4-yl]-(5-methyl-[1,3,4]oxadiazol-2-ylmethyl)-amine (180 mg, 0.518 mmol, in 5 ml DMF). After 30 minutes at 0° C., MeI (74 μl, 1.19 mmol) was added and the reaction was allowed to warm to room temperature. After one hour ...